From a dataset of the Open Reaction Database (ORD), a public repository of structured organic reaction records. describe an organic reaction: reactants, conditions, products, and yield The reactants are O=C([O-])[O-], CS(C)=O, O=C(CCl)Nc1ccccc1, Cl, Fc1cc(F)c2sc(S)nc2c1F, [I-], [K+], [K+], [K+], O. The product is O=C(CSc1nc2c(F)c(F)cc(F)c2s1)Nc1ccccc1. RXN SMILES: [C:25](=[O:26])([O-:27])[O-:28].[CH3:35][S:36]([CH3:37])=[O:38].[Cl:1][CH2:2][C:3](=[O:4])[NH:5][c:6]1[cH:7][cH:8][cH:9][cH:10][cH:11]1.[ClH:33].[F:12][c:13]1[c:14]([F:24])[cH:15][c:16]([F:23])[c:17]2[c:18]1[n:19][c:20]([SH:22])[s:21]2.[I-:32].[K+:29].[K+:30].[K+:31].[OH2:34]>>[CH2:2]([C:3](=[O:4])[NH:5][c:6]1[cH:7][cH:8][cH:9][cH:10][cH:11]1)[S:22][c:20]1[n:19][c:18]2[c:13]([F:12])[c:14]([F:24])[cH:15][c:16]([F:23])[c:17]2[s:21]1. Starting materials: CNC=1SC=C(N1)C1=CC=CC=C1 (N-methyl-4-phenyl-1,3-thiazol-2-amine), [H-].[Na+] (sodium hydride), O (Water), BrCC1=CC=C(C(=O)OC)C=C1 (Methyl 4-(bromomethyl)benzoate). Run in CN(C=O)C (N,N-dimethylformamide). Reaction conditions: time 30 minute. The product is CN(C=1SC=C(N1)C1=CC=CC=C1)CC1=CC=C(C(=O)OC)C=C1 (methyl 4-[[methyl(4-phenyl-1,3-thiazol-2-yl)amino]methyl]benzoate). Yield: 87.3%. RXN SMILES: [CH3:1][NH:2][C:3]1[S:4][CH:5]=[C:6]([C:8]2[CH:13]=[CH:12][CH:11]=[CH:10][CH:9]=2)[N:7]=1.[H-].[Na+].Br[CH2:17][C:18]1[CH:27]=[CH:26][C:21]([C:22]([O:24][CH3:25])=[O:23])=[CH:20][CH:19]=1.O>CN(C)C=O>[CH3:1][N:2]([CH2:17][C:18]1[CH:27]=[CH:26][C:21]([C:22]([O:24][CH3:25])=[O:23])=[CH:20][CH:19]=1)[C:3]1[S:4][CH:5]=[C:6]([C:8]2[CH:9]=[CH:10][CH:11]=[CH:12][CH:13]=2)[N:7]=1 |f:1.2|. Procedure: To a solution of N-methyl-4-phenyl-1,3-thiazol-2-amine (1.67 g, 8.8 mmol) in N,N-dimethylformamide (25 mL) was added 60% sodium hydride (350 mg, 8.8 mmol), and the mixture was stirred for 30 min. Methyl 4-(bromomethyl)benzoate (2.1 g, 9.2 mmol) was added and the mixture was stirred at room temperature for 1.5 hrs. Water was added to the reaction mixture, and the mixture was extracted with ethyl acetate. The extract was washed with water and concentrated under reduced pressure. The residue was pu... Starting materials: Br.CN1N=C(N=C1NCCCOC1=CC(=CC=C1)CBr)N (1-Methyl-N5 -[3-[3-(bromomethyl)phenoxy]propyl]-1H-1,2,4-triazole-3,5-diamine, hydrobromide), N1CCCCC1 (piperidine). Run in C(C)O (ethanol). The product is CN1N=C(N=C1NCCCOC1=CC(=CC=C1)CN1CCCCC1)N (1-Methyl-N5 -[3-[3-(1-piperidinylmethyl)phenoxy]propyl]-1H-1,2,4-triazole-3,5-diamine). Isolated yield 89.7%. Reaction SMILES: Br.[CH3:2][N:3]1[C:7]([NH:8][CH2:9][CH2:10][CH2:11][O:12][C:13]2[CH:18]=[CH:17][CH:16]=[C:15]([CH2:19]Br)[CH:14]=2)=[N:6][C:5]([NH2:21])=[N:4]1.[NH:22]1[CH2:27][CH2:26][CH2:25][CH2:24][CH2:23]1>C(O)C>[CH3:2][N:3]1[C:7]([NH:8][CH2:9][CH2:10][CH2:11][O:12][C:13]2[CH:18]=[CH:17][CH:16]=[C:15]([CH2:19][N:22]3[CH2:27][CH2:26][CH2:25][CH2:24][CH2:23]3)[CH:14]=2)=[N:6][C:5]([NH2:21])=[N:4]1 |f:0.1|. Procedure details: 1-Methyl-N5 -[3-[3-(bromomethyl)phenoxy]propyl]-1H-1,2,4-triazole-3,5-diamine, hydrobromide (0.3 g) was dissolved in ethanol (5 ml) and treated with piperidine (0.3 g) at room temperature. The solvent was evaporated in vacuo and the residue triturated with ethyl acetate to afford the title compound as a white crystalline solid (0.22 g). The reactants are Cc1ccc(N)cc1[N+](=O)[O-], COc1cc2ncnc(Cl)c2cc1OC. Product: Cl, COc1cc2ncnc(Nc3ccc(C)c([N+](=O)[O-])c3)c2cc1OC. As a reaction SMILES: [CH3:16][c:17]1[c:18]([N+:24](=[O:25])[O-:26])[cH:19][c:20]([NH2:21])[cH:22][cH:23]1.[Cl:1][c:2]1[n:3][cH:4][n:5][c:6]2[cH:7][c:8]([O:14][CH3:15])[c:9]([O:12][CH3:13])[cH:10][c:11]12>>[ClH:1].[c:2]1([NH:21][c:20]2[cH:19][c:18]([N+:24](=[O:25])[O-:26])[c:17]([CH3:16])[cH:23][cH:22]2)[n:3][cH:4][n:5][c:6]2[cH:7][c:8]([O:14][CH3:15])[c:9]([O:12][CH3:13])[cH:10][c:11]12. The solvent is C(C)(=O)O (acetic acid), CO (methanol), ClCCl (dichloromethane). The product is crude product, COC(=O)[C@H]1[C@H](CCCCC1)NCCC1CC1 (cis-2-(2-cyclopropyl-ethylamino)-cycloheptanecarboxylic acid methyl ester). Reaction conditions: time 16 hour. Procedure details: cis-2-Amino-cycloheptanecarboxylic acid methyl ester hydrochloride (prepared as described in Example 2a, 1.027 g, 4.96 mmol) was dissolved in methanol (23 mL), cyclopropylacetaldehyde (prepared as described in Example 19a, as a 1.40 M solution in dichloromethane, 3.54 mL, 4.96 mmol) was added at 25° C. followed by glacial acetic acid (0.94 mL). Sodium triacetoxyborohydride (2.63 g, 12.4 mmol) was added in portions at 0° C. The mixture was stirred at 0° C. to 25° C. for 16 h. Saturated aqueous so... Starting materials: solution, C(C)(=O)O[BH-](OC(C)=O)OC(C)=O.[Na+] (Sodium triacetoxyborohydride), Cl.COC(=O)[C@H]1[C@H](CCCCC1)N (cis-2-Amino-cycloheptanecarboxylic acid methyl ester hydrochloride), solution, C1(CC1)CC=O (cyclopropylacetaldehyde), C([O-])(O)=O.[Na+] (sodium bicarbonate). RXN SMILES: Cl.[CH3:2][O:3][C:4]([C@@H:6]1[CH2:12][CH2:11][CH2:10][CH2:9][CH2:8][C@@H:7]1[NH2:13])=[O:5].[CH:14]1([CH2:17][CH:18]=O)[CH2:16][CH2:15]1.C(O[BH-](OC(=O)C)OC(=O)C)(=O)C.[Na+].C(=O)(O)[O-].[Na+]>CO.ClCCl.C(O)(=O)C>[CH3:2][O:3][C:4]([C@@H:6]1[CH2:12][CH2:11][CH2:10][CH2:9][CH2:8][C@@H:7]1[NH:13][CH2:18][CH2:17][CH:14]1[CH2:16][CH2:15]1)=[O:5] |f:0.1,3.4,5.6|. Reactants: ClC1=CC=C(S1)C(=O)O (5-chlorothiophene-2-carboxylic acid), NC[C@H]1CN(C(O1)=O)C1=CC=C(C=C1)N1C(COCC1)=O (4-[4-[(5S)-5-(aminomethyl)-2-oxo-1,3-oxazolidin-3-yl]phenyl]morpholine-3-one), O (water), sulfonyl ester, C1(=CC=C(C=C1)S(=O)(=O)Cl)C (p-toluenesulfonyl chloride). The reagents and catalysts are CN(C)C1=CC=NC=C1 (4-(N,N-dimethylamino)pyridine). The solvent is ClCCl (dichloromethane), ClCCl (dichloromethane). Run at time 10 minute. Yields the product C1=CC(=CC=C1N2CCOCC2=O)N3C[C@@H](OC3=O)CNC(=O)C4=CC=C(S4)Cl (rivaroxaban). Isolated yield 85.6%. As a reaction SMILES: [Cl:1][C:2]1[S:6][C:5]([C:7]([OH:9])=O)=[CH:4][CH:3]=1.C1(C)C=CC(S(Cl)(=O)=O)=CC=1.[NH2:21][CH2:22][C@@H:23]1[O:27][C:26](=[O:28])[N:25]([C:29]2[CH:34]=[CH:33][C:32]([N:35]3[CH2:40][CH2:39][O:38][CH2:37][C:36]3=[O:41])=[CH:31][CH:30]=2)[CH2:24]1.O>CN(C1C=CN=CC=1)C.ClCCl>[CH:33]1[C:32]([N:35]2[C:36](=[O:41])[CH2:37][O:38][CH2:39][CH2:40]2)=[CH:31][CH:30]=[C:29]([N:25]2[C:26](=[O:28])[O:27][C@@H:23]([CH2:22][NH:21][C:7]([C:5]3[S:6][C:2]([Cl:1])=[CH:3][CH:4]=3)=[O:9])[CH2:24]2)[CH:34]=1. Reported procedure: 4-(N,N-dimethylamino)pyridine (36.6 g, 0.3 mol) was added to a stirred suspension of 5-chlorothiophene-2-carboxylic acid (16.25 g, 0.1 mol) in dichloromethane (162 ml) at 0-5° C. and the resulting solution was stirred for 10 minutes. A mixture of p-toluenesulfonyl chloride (19.05 g, 0.1 mol) and dichloromethane (50 ml) was added to the above solution at −5° C. The resulting solution was stirred for 1 hour at −5° C. to produce a reaction mass containing the sulfonyl ester intermediate, followed b... The reactants are C[Si](C)(C)Br (TMSBr), N1=C(C=CC=C1C)C (2,6-lutidine), NC1=NC(=C2N=CN(C2=N1)C1OC(CC1OC(C1=CC=CC=C1)=O)C=CP(=O)(OCC)OCC)Cl (Benzoic acid 2-(2-amino-6-chloro-purin-9-yl)-5-[2-(diethoxy-phosphoryl)-vinyl]-tetrahydro-furan-3-yl ester). Solvent: CC#N (CH3CN). Run at time 1.5 hour. The product is NC1=NC(=C2N=CN(C2=N1)C1C(CC(O1)C=CP(O)(O)=O)O)N ({2-[5-(2,6-Diamino-purin-9-yl)-4-hydroxy-tetrahydro-furan-2-yl]-vinyl}-phosphonic acid). Isolated yield 74.3%. Reaction SMILES: [NH2:1][C:2]1[N:10]=[C:9]2[C:5]([N:6]=[CH:7][N:8]2[CH:11]2[CH:15]([O:16]C(=O)C3C=CC=CC=3)[CH2:14][CH:13]([CH:25]=[CH:26][P:27]([O:32]CC)([O:29]CC)=[O:28])[O:12]2)=[C:4](Cl)[N:3]=1.C[Si](Br)(C)C.[N:41]1C(C)=CC=CC=1C>CC#N>[NH2:1][C:2]1[N:10]=[C:9]2[C:5]([N:6]=[CH:7][N:8]2[CH:11]2[O:12][CH:13]([CH:25]=[CH:26][P:27](=[O:28])([OH:29])[OH:32])[CH2:14][CH:15]2[OH:16])=[C:4]([NH2:41])[N:3]=1. Procedure details: Compound 13.1 (147.5 mg, 0.283 mmol) was dissolved in 3 mL CH3CN, treated with TMSBr (0.3 mL) and 2,6-lutidine (0.075 mL). The mixture was stirred at room temperature for 1.5 h, concentrated and coevaporated with CH3CN under reduced pressure. The residue was dissolved in 30% NH3 in water, and the mixture was stirred at 100° C. for 1.5 h. The mixture was then treated with NaHCO3 (500 mg) and concentrated under reduced pressure. The residue was subjected to reverse phase HPLC eluting with 0-25% CH... Starting materials: ethyl, C(C1=CC=CC=C1)(=O)[O-] (benzoate), [H-].[Na+] (NaH), CC1(CC(NC2=CC=C(C=C12)C#CC1=CC=C(C(=O)[O-])C=C1)=O)C (4-[(4,4-dimethyl-2-oxo-1,2,3,4-tetrahydro-6-quinolinyl)ethynyl]benzoate), CC1(CC(NC2=CC=C(C=C12)C#CC1=CC=C(C(=O)[O-])C=C1)=O)C (4-[(4,4-dimethyl-2-oxo-1,2,3,4-tetrahydro-6-quinolinyl)ethynyl]benzoate), C(C1=CC=CC=C1)Br (benzyl bromide). Run in CN(C)C=O (DMF). The product is CC1(CC(N(C2=CC=C(C=C12)C#CC1=CC=C(C(=O)OCC)C=C1)CC1=CC=CC=C1)=O)C (Ethyl 4- [(4,4-dimethyl-2-oxo-1,2,3,4-tetrahydro-1-benzyl-6-quinolinyl)ethynyl]benzoate). Reaction SMILES: [H-].[Na+].[CH3:3][C:4]1([CH3:26])[C:13]2[C:8](=[CH:9][CH:10]=[C:11]([C:14]#[C:15][C:16]3[CH:24]=[CH:23][C:19]([C:20]([O-:22])=[O:21])=[CH:18][CH:17]=3)[CH:12]=2)[NH:7][C:6](=[O:25])[CH2:5]1.[CH2:27](Br)[C:28]1[CH:33]=[CH:32][CH:31]=[CH:30][CH:29]=1.[C:35]([O-])(=O)[C:36]1C=CC=CC=1>CN(C=O)C>[CH3:3][C:4]1([CH3:26])[C:13]2[C:8](=[CH:9][CH:10]=[C:11]([C:14]#[C:15][C:16]3[CH:24]=[CH:23][C:19]([C:20]([O:22][CH2:35][CH3:36])=[O:21])=[CH:18][CH:17]=3)[CH:12]=2)[N:7]([CH2:27][C:28]2[CH:33]=[CH:32][CH:31]=[CH:30][CH:29]=2)[C:6](=[O:25])[CH2:5]1 |f:0.1|. Procedure: NaH (93.6 mg, 2.6 mmol), ethyl 4-(4,4-dimethyl-2-oxo-1,2,3,4-tetrahydro-6-quinolinyl) ethynyl benzoate (Compound 4, 604 mg, 1.7 mmol) and benzyl bromide (2.06 mL, 17 mmol) in 3 mL of DMF were reacted substantially in accordance with the procedure used for the preparation of ethyl 4-[(4,4-dimethyl-2-oxo-1,2,3,4-tetrahydro-(1-iso-propyl-6-quinolinyl)ethynyl]benzoate (Compound 5), to yield the title compound as white solids (744 mg). Starting materials: ClCC(CCl)OC(CCl)CCl (1,1-dichloromethylmethylether), N#N (N2), C1=CC=CC=2C3=CC=C4C=CC=CC4=C3C=CC12 (chrysene), Cl[Sn](Cl)(Cl)Cl (SnCl4). The solvent is O (H2O), ClC1=C(C=CC=C1)Cl (o-dichlorobenzene). Run at time 4 hour. The product is C1=CC=CC=2C3=CC(=C4C=CC=CC4=C3C=CC12)C=O (6-Chrysenecarbaldehyde). Reaction SMILES: N#N.[CH:3]1[C:20]2[CH:19]=[CH:18][C:17]3[C:8](=[CH:9][CH:10]=[C:11]4[C:16]=3[CH:15]=[CH:14][CH:13]=[CH:12]4)[C:7]=2[CH:6]=[CH:5][CH:4]=1.Cl[Sn](Cl)(Cl)Cl.ClC[CH:28]([O:31]C(CCl)CCl)CCl>O.ClC1C=CC=CC=1Cl>[CH:3]1[C:20]2[CH:19]=[CH:18][C:17]3[C:8](=[CH:9][C:10]([CH:28]=[O:31])=[C:11]4[C:16]=3[CH:15]=[CH:14][CH:13]=[CH:12]4)[C:7]=2[CH:6]=[CH:5][CH:4]=1. Reported procedure: A 5 L 3-neck flask fitted with overhead mechanical stirrer, thermometer, condenser and N2 line was charged with chrysene (Eastman Kodak Co., Rochester, NY, 14650, 100 g, 0.438 mol) and o-dichlorobenzene (2.5 L). The liquid was warmed until all the large chunks of solid dissolved (80°) and then cooled quickly to give finely divided crystals. After further cooling with a salt-ice bath to 5°, SnCl4 (Aldrich Chemical Co., Milwaukee, WI, 53201, 98%, 228.2 g, 0.876 mol, 102.4 mL) was added in one port... Reactants: hydrochloride salt, ClC1=C(C=CC=C1)C1=CC(=CC=2CC(OC21)COS(=O)(=O)C2=CC=C(C=C2)C)OC ((±)-{[7-(2-chlorophenyl)-5-methoxy-2,3-dihydro-1-benzofuran-2-yl]methyl}4-methylbenzenesulfonate), CN (methylamine). The product is ClC1=C(C=CC=C1)C1=CC(=CC=2CC(OC21)CNC)OC ((±)-{[7-(2-chlorophenyl)-5-methoxy-2,3-dihydro-1-benzofuran-2-yl]methyl}methylamine). Reaction SMILES: [Cl:1][C:2]1[CH:7]=[CH:6][CH:5]=[CH:4][C:3]=1[C:8]1[C:16]2[O:15][CH:14]([CH2:17]OS(C3C=CC(C)=CC=3)(=O)=O)[CH2:13][C:12]=2[CH:11]=[C:10]([O:29][CH3:30])[CH:9]=1.[CH3:31][NH2:32]>>[Cl:1][C:2]1[CH:7]=[CH:6][CH:5]=[CH:4][C:3]=1[C:8]1[C:16]2[O:15][CH:14]([CH2:17][NH:32][CH3:31])[CH2:13][C:12]=2[CH:11]=[C:10]([O:29][CH3:30])[CH:9]=1. Procedure: The title compound was prepared (0.040 g, 52%) following the general procedure of Example 390 as a white solid, hydrochloride salt from (±)-{[7-(2-chlorophenyl)-5-methoxy-2,3-dihydro-1-benzofuran-2-yl]methyl}4-methylbenzenesulfonate (0.102 g, 0.23 mmol) and methylamine (0.071 g, 2.3 mmol). mp 185-186° C.